From a dataset of the Open Reaction Database (ORD), a public repository of structured organic reaction records. describe an organic reaction: reactants, conditions, products, and yield The reactants are C1CCOC1, O=C(O)c1ccc(-n2ncc3cc(I)ccc32)cc1. Yields the product OCc1ccc(-n2ncc3cc(I)ccc32)cc1. RXN SMILES: [CH2:20]1[O:21][CH2:22][CH2:23][CH2:24]1.[I:1][c:2]1[cH:3][c:4]2[cH:5][n:6][n:7](-[c:11]3[cH:12][cH:13][c:14]([C:15](=[O:16])[OH:17])[cH:18][cH:19]3)[c:8]2[cH:9][cH:10]1>>[I:1][c:2]1[cH:3][c:4]2[cH:5][n:6][n:7](-[c:11]3[cH:12][cH:13][c:14]([CH2:15][OH:16])[cH:18][cH:19]3)[c:8]2[cH:9][cH:10]1. Reactants: FC1=CC=C2C(=CN(C2=C1)C)C(C(=O)Cl)=O ((6-Fluoro-1-methyl-1H-indol-3-yl)-oxo-acetyl chloride), Cl.C(C)(C)OC(CC1=CN(C2=C(C=CC=C12)[N+](=O)[O-])C)=N (2-(1-methyl-7-nitro-1H-indol-3-yl)-acetimidic acid isopropyl ester hydrochloride). The product is FC1=CC=C2C(=CN(C2=C1)C)C=1C(NC(C1C1=CN(C2=C(C=CC=C12)[N+](=O)[O-])C)=O)=O (3-(6-Fluoro-1-methyl-1H-indol-3-yl)-4-(1-methyl-7-nitro-1H-indol-3-yl)-pyrrole-2,5-dione). RXN SMILES: [F:1][C:2]1[CH:10]=[C:9]2[C:5]([C:6]([C:12](=O)[C:13](Cl)=[O:14])=[CH:7][N:8]2[CH3:11])=[CH:4][CH:3]=1.Cl.C([O:21][C:22](=[NH:37])[CH2:23][C:24]1[C:32]2[C:27](=[C:28]([N+:33]([O-:35])=[O:34])[CH:29]=[CH:30][CH:31]=2)[N:26]([CH3:36])[CH:25]=1)(C)C>>[F:1][C:2]1[CH:10]=[C:9]2[C:5]([C:6]([C:12]3[C:13](=[O:14])[NH:37][C:22](=[O:21])[C:23]=3[C:24]3[C:32]4[C:27](=[C:28]([N+:33]([O-:35])=[O:34])[CH:29]=[CH:30][CH:31]=4)[N:26]([CH3:36])[CH:25]=3)=[CH:7][N:8]2[CH3:11])=[CH:4][CH:3]=1 |f:1.2|. Procedure: 3-(6-Fluoro-1-methyl-1H-indol-3-yl)-4-(1-methyl-7-nitro-1H-indol-3-yl)-pyrrole-2,5-dione was prepared from (6-Fluoro-1-methyl-1H-indol-3-yl)-oxo-acetyl chloride and 2-(1-methyl-7-nitro-1H-indol-3-yl)-acetimidic acid isopropyl ester hydrochloride. Procedure: Generate sodium ethoxide by carefully adding sodium metal (620 mg, 27 mmol) to absolute ethanol (25 mL) under nitrogen atmosphere and stirring until evolution of hydrogen gas ceases. Cool to 0° C. and add, by dropwise addition, a solution of 3-methyl-l-butanethiol (2.8 g, 27 mmol) in absolute ethanol (25 mL). Stir for 30 mintutes at 0° C., cool to -70° C. and transfer via cannula to another flask containing a solution of 1-bromo-5-chloropentane (5.0 g, 27 mmol) in absolute ethanol (25 mL) at -30... The reactants are [O-]CC.[Na+] (sodium ethoxide), [Na] (sodium), [H][H] (hydrogen), CC(CCS)C (3-methyl-l-butanethiol), BrCCCCCCl (1-bromo-5-chloropentane), [O-]CC.[Na+] (sodium ethoxide). RXN SMILES: [O-]CC.[Na+].[Na].[H][H].[CH3:8][CH:9]([CH3:13])[CH2:10][CH2:11][SH:12].Br[CH2:15][CH2:16][CH2:17][CH2:18][CH2:19][Cl:20]>C(O)C>[CH2:11]([S:12][CH2:15][CH2:16][CH2:17][CH2:18][CH2:19][Cl:20])[CH2:10][CH:9]([CH3:13])[CH3:8] |f:0.1,^1:4|. Isolated yield 86.7%. Yields the product C(CC(C)C)SCCCCCCl (5-chloropentyl isopentyl sulfide). Reaction conditions: temperature 0 celsius. Solvent: C(C)O (ethanol), C(C)O (ethanol), C(C)O (ethanol). Reactants: NC1=C(C=C(C(=O)O)C=C1)[N+](=O)[O-] (4-Amino-3-nitrobenzoic acid), Cl (hydrochloric acid), aqueous solution, [I-].[K+] (potassium iodide), aqueous solution, N(=O)[O-].[Na+] (sodium nitrite). Solvent: O (water). Run at temperature 2.5 celsius. The product is IC1=C(C=C(C(=O)O)C=C1)[N+](=O)[O-] (4-iodo-3-nitrobenzoic acid). RXN SMILES: N[C:2]1[CH:10]=[CH:9][C:5]([C:6]([OH:8])=[O:7])=[CH:4][C:3]=1[N+:11]([O-:13])=[O:12].Cl.N([O-])=O.[Na+].[I-:19].[K+]>O>[I:19][C:2]1[CH:10]=[CH:9][C:5]([C:6]([OH:8])=[O:7])=[CH:4][C:3]=1[N+:11]([O-:13])=[O:12] |f:2.3,4.5|. Procedure details: 45 g (0.25 mol) 4-Amino-3-nitrobenzoic acid, 400 ml water and 100 ml concentrated hydrochloric acid were added into a reaction flask. Started to stir, and the mixture was cooled to 0 to 5° C., then 50 ml aqueous solution of 25.9 g sodium nitrite (0.38 mol) was added dropwise. The solid was dissolved gradually. After completing the dropwise addition, the mixture was reacted at 0 to 5° C. for 1 hour, and 200 ml aqueous solution of 88 g (0.5 mol) potassium iodide was added dropwise at this temperat... Reactants: C1(=CC=CC=C1)C1=CC=2N(C3=CC(=CC=C13)SC=1C=C(C(=O)O)C=CC1)C=NN2 (3-(5-Phenyl-[1,2,4]triazolo[4,3-a]quinolin-8-ylsulfanyl)-benzoic acid), C(C(=O)Cl)(=O)Cl (oxalyl chloride), CNC (dimethylamine), CN(C)C=O (DMF). The solvent is C(Cl)Cl (CH2Cl2). The product is CN(C(C1=CC(=CC=C1)SC1=CC=C2C(=CC=3N(C2=C1)C=NN3)C3=CC=CC=C3)=O)C (N,N-Dimethyl-3-(5-phenyl-[1,2,4]triazolo[4,3-a]quinolin-8-ylsulfanyl)-benzamide). As a reaction SMILES: [C:1]1([C:7]2[C:16]3[C:11](=[CH:12][C:13]([S:17][C:18]4[CH:19]=[C:20]([CH:24]=[CH:25][CH:26]=4)[C:21](O)=[O:22])=[CH:14][CH:15]=3)[N:10]3[CH:27]=[N:28][N:29]=[C:9]3[CH:8]=2)[CH:6]=[CH:5][CH:4]=[CH:3][CH:2]=1.C(Cl)(=O)C(Cl)=O.[CH3:36][N:37](C=O)[CH3:38].CNC>C(Cl)Cl>[CH3:36][N:37]([CH3:38])[C:21](=[O:22])[C:20]1[CH:24]=[CH:25][CH:26]=[C:18]([S:17][C:13]2[CH:12]=[C:11]3[C:16]([C:7]([C:1]4[CH:2]=[CH:3][CH:4]=[CH:5][CH:6]=4)=[CH:8][C:9]4[N:10]3[CH:27]=[N:28][N:29]=4)=[CH:15][CH:14]=2)[CH:19]=1. Procedure: To 11a (219 mg, 0.67 mmol) in CH2Cl2 (30 mL) was added oxalyl chloride (0.07 mL, 0.80 mmol) and a drop of DMF. The mixture was then concentrated, and the residue was redissolved in CH2Cl2 and divided into 5 portions. To one portion, dimethylamine (2.0M, 0.3 mL, 0.54 mmol) was added, and the mixture was stirred at room temperature until no SM was observed by LCMS analysis. The reaction was concentrated and purified by preparative HPLC to give the desired product, 11b.